The task is: describe an organic reaction: reactants, conditions, products, and yield. This data is from the Open Reaction Database (ORD), a public repository of structured organic reaction records. Starting materials: O=C(O)c1ccccc1Br, CCN=C=NCCCN(C)C, CCN(C(C)C)C(C)C, Cl, Cl, CN(C)C=O, O, On1nnc2ccccc21, O=C(CC(=O)N1CCNCC1)Nc1ccc(-c2ccccc2)cc1. The product is O=C(CC(=O)N1CCN(C(=O)c2ccccc2Br)CC1)Nc1ccc(-c2ccccc2)cc1. RXN SMILES: [Br:20][c:21]1[c:22]([C:23](=[O:24])[OH:25])[cH:26][cH:27][cH:28][cH:29]1.[CH3:30][CH2:31][N:32]=[C:33]=[N:34][CH2:35][CH2:36][CH2:37][N:38]([CH3:39])[CH3:40].[CH:11]([N:12]([CH2:13][CH3:14])[CH:15]([CH3:16])[CH3:17])([CH3:18])[CH3:19].[ClH:41].[ClH:42].[O:67]=[CH:68][N:69]([CH3:70])[CH3:71].[OH2:72].[OH:1][n:2]1[c:3]2[c:4]([cH:5][cH:6][cH:7][cH:8]2)[n:9][n:10]1.[c:43]1(-[c:61]2[cH:62][cH:63][cH:64][cH:65][cH:66]2)[cH:44][cH:45][c:46]([NH:49][C:50]([CH2:51][C:52]([N:53]2[CH2:54][CH2:55][NH:56][CH2:57][CH2:58]2)=[O:59])=[O:60])[cH:47][cH:48]1>>[Br:20][c:21]1[c:22]([C:23](=[O:25])[N:56]2[CH2:55][CH2:54][N:53]([C:52]([CH2:51][C:50]([NH:49][c:46]3[cH:45][cH:44][c:43](-[c:61]4[cH:62][cH:63][cH:64][cH:65][cH:66]4)[cH:48][cH:47]3)=[O:60])=[O:59])[CH2:58][CH2:57]2)[cH:26][cH:27][cH:28][cH:29]1.